From a dataset of the Open Reaction Database (ORD), a public repository of structured organic reaction records. describe an organic reaction: reactants, conditions, products, and yield Starting materials: Cl, O=[N+]([O-])c1cc(Br)c2scnc2c1, [Na+], [OH-]. Product: Nc1cc(Br)c2scnc2c1. Reaction SMILES: [ClH:16].[N+:1]([O-:2])(=[O:3])[c:4]1[cH:5][c:6]([Br:13])[c:7]2[c:8]([n:9][cH:10][s:11]2)[cH:12]1.[Na+:15].[OH-:14]>>[NH2:1][c:4]1[cH:5][c:6]([Br:13])[c:7]2[c:8]([n:9][cH:10][s:11]2)[cH:12]1.